Dataset: the Open Reaction Database (ORD), a public repository of structured organic reaction records. Task: describe an organic reaction: reactants, conditions, products, and yield Reactants: C[Si](N[Si](C)(C)C)(C)C.[Na] (Sodium hexamethyldisilazane), C(C)OP(OCC)(=O)CC#N (cyanomethyl-phosphonic acid diethyl ester), CN1CCN(CCC1)C1=CN=CC(=N1)C=1C=C(C=O)C=CC1 (3-[6-(4-methyl-[1,4] diazepan-1-yl)-pyrazin-2-yl]-benzaldehyde). The solvent is C1CCOC1 (THF), C1CCOC1 (THF). The product is CN1CCN(CCC1)C1=CN=CC(=N1)C=1C=C(C=CC1)/C=C/C#N ((E)-3-[3-[6-(4-Methyl-[1,4]diazepan-1-yl)-pyrazin-2-yl]-phenyl]-acrylonitrile). The yield is 62.0%. As a reaction SMILES: C[Si](C)(C)N[Si](C)(C)C.[Na].C(OP([CH2:19][C:20]#[N:21])(=O)OCC)C.[CH3:22][N:23]1[CH2:29][CH2:28][CH2:27][N:26]([C:30]2[N:35]=[C:34]([C:36]3[CH:37]=[C:38]([CH:41]=[CH:42][CH:43]=3)[CH:39]=O)[CH:33]=[N:32][CH:31]=2)[CH2:25][CH2:24]1>C1COCC1>[CH3:22][N:23]1[CH2:29][CH2:28][CH2:27][N:26]([C:30]2[N:35]=[C:34]([C:36]3[CH:37]=[C:38](/[CH:39]=[CH:19]/[C:20]#[N:21])[CH:41]=[CH:42][CH:43]=3)[CH:33]=[N:32][CH:31]=2)[CH2:25][CH2:24]1 |f:0.1,^1:9|. Procedure details: 1-(6-Chloro-pyrazin-2-yl)-4-methyl-[1,4] diazepane (360 mg, 1.59 mmol), (intermediate C prepared in example 3), 3-formylphenylboronic acid (235 mg, 1.58 mmol) and bistriphenylphosphinepalladium(II)chloride (21 mg, 0.03 mmol) were dispersed in 10 mL DMF in a reaction tube. Subsequently 1.5 mL of 2M Na2CO3 was added. The tube was sealed and the reaction mixture was heated at 90° C. for 3 hours. The reaction mixture was then filtered through a plug of celite, diluted with ethyl acetate and water (2... Yields the product Nc1ccc(C(F)(C(F)(F)F)C(F)(F)Br)cc1F. Starting materials: FC(F)(F)C(F)(Br)C(F)(F)Br, CCCC[N+](CCCC)(CCCC)CCCC, COC(C)(C)C, Nc1ccccc1F, [Na+], [Na+], [Na+], [Na+], [Na+], O=C([O-])[O-], O, O=C([O-])O, O=S([O-])S(=O)[O-], O=S(=O)([O-])O. As a reaction SMILES: [Br:22][C:23]([C:24]([C:25]([F:26])([F:27])[F:28])([F:29])[Br:30])([F:31])[F:32].[CH2:44]([N+:45]([CH2:46][CH2:47][CH2:48][CH3:49])([CH2:50][CH2:51][CH2:52][CH3:53])[CH2:54][CH2:55][CH2:56][CH3:57])[CH2:58][CH2:59][CH3:60].[CH3:61][O:62][C:63]([CH3:64])([CH3:65])[CH3:66].[NH2:9][c:10]1[cH:11][cH:12][cH:13][cH:14][c:15]1[F:16].[Na+:17].[Na+:33].[Na+:34].[Na+:7].[Na+:8].[O-:35][C:36](=[O:37])[O-:38].[OH2:67].[OH:18][C:19](=[O:20])[O-:21].[S:1]([S:2]([O-:3])=[O:4])([O-:5])=[O:6].[S:39]([O-:40])([OH:41])(=[O:42])=[O:43]>>[NH2:9][c:10]1[cH:11][cH:12][c:13]([C:24]([C:23]([Br:22])([F:31])[F:32])([C:25]([F:26])([F:27])[F:28])[F:29])[cH:14][c:15]1[F:16].